Dataset: the Open Reaction Database (ORD), a public repository of structured organic reaction records. Task: describe an organic reaction: reactants, conditions, products, and yield The reactants are ClC=1C(=NC=C(C1)C(F)(F)F)C1=NC=2C(=NC=C(C2)C(F)(F)F)N1C (2-(3-chloro-5-trifluoromethylpyridin-2-yl)-3-methyl-6-trifluoromethyl-3H-imidazo[4,5-b]pyridine), CN(C)C=O (DMF), C(C)[S-].[Na+] (sodium ethanethiolate). Run in O (water). Reaction conditions: time 1 hour. The product is C(C)SC=1C(=NC=C(C1)C(F)(F)F)C1=NC=2C(=NC=C(C2)C(F)(F)F)N1C (2-(3-ethylsulfanyl-5-trifluoromethylpyridin-2-yl)-3-methyl-6-trifluoromethyl-3H-imidazo[4,5-b]pyridine). RXN SMILES: Cl[C:2]1[C:3]([C:12]2[N:24]([CH3:25])[C:15]3=[N:16][CH:17]=[C:18]([C:20]([F:23])([F:22])[F:21])[CH:19]=[C:14]3[N:13]=2)=[N:4][CH:5]=[C:6]([C:8]([F:11])([F:10])[F:9])[CH:7]=1.CN(C=O)C.[CH2:31]([S-:33])[CH3:32].[Na+]>O>[CH2:31]([S:33][C:2]1[C:3]([C:12]2[N:24]([CH3:25])[C:15]3=[N:16][CH:17]=[C:18]([C:20]([F:23])([F:22])[F:21])[CH:19]=[C:14]3[N:13]=2)=[N:4][CH:5]=[C:6]([C:8]([F:11])([F:10])[F:9])[CH:7]=1)[CH3:32] |f:2.3|. Procedure details: To a mixture of 2-(3-chloro-5-trifluoromethylpyridin-2-yl)-3-methyl-6-trifluoromethyl-3H-imidazo[4,5-b]pyridine (0.71 g) and DMF (4 ml) was added sodium ethanethiolate g) while ice-cooling, and the mixture was stirred at room temperature for 1 hour. To the reaction mixture was added water, and the mixture was extracted with ethyl acetate. The organic layer was washed with water, dried over anhydrous magnesium sulfate, and concentrated under reduced pressure to give 2-(3-ethylsulfanyl-5-trifluoro... Reactants: C(C)(C1=NC=CC=C1)=NN (2-acetylpyridine hydrazone), C(C=C)N=C=S (allyl isothiocyanate). Solvent: CO (MeOH). Product: C/C(=N/NC(=S)NCC=C)/C1=CC=CC=N1 (2-Acetylpyridine 4-allyl-3-thiosemicarbazone). Yield: 53.3%. RXN SMILES: [C:1](=[N:9][NH2:10])([C:3]1[CH:8]=[CH:7][CH:6]=[CH:5][N:4]=1)[CH3:2].[CH2:11]([N:14]=[C:15]=[S:16])[CH:12]=[CH2:13]>CO>[CH3:2]/[C:1](/[C:3]1[N:4]=[CH:5][CH:6]=[CH:7][CH:8]=1)=[N:9]/[NH:10][C:15]([NH:14][CH2:11][CH:12]=[CH2:13])=[S:16]. Procedure: A solution of 2.7 g (0.02 mol) of 2-acetylpyridine hydrazone in 5 ml of MeOH was treated with 3.1 g (0.03 mol) of allyl isothiocyanate and the solution was heated at reflux for 3 hours. The solution was cooled and the product which formed was collected. The crude material was recrystallized 3 times from MeOH, affording 2.5 g (49%) of white needles of 2-acetylpyridine 4-allyl-3-thiosemicarbazone, mp 107° C. Starting materials: COC(=O)C1C(CCC(C1)(C1=CC=CC=C1)C#N)=O (5-Cyano-2-oxo-5-phenylcyclohexanecarboxylic acid methyl ester). Solvent: OS(=O)(=O)O (H2SO4), C(C)(=O)O (acetic acid), O (water). Run at temperature 100 celsius, time 24 hour. The product is C(#N)C1(CCC(CC1)=O)C1=CC=CC=C1 (4-Cyano-4-phenylcyclohexanone). Reaction SMILES: COC([CH:5]1[CH2:10][C:9]([C:17]#[N:18])([C:11]2[CH:16]=[CH:15][CH:14]=[CH:13][CH:12]=2)[CH2:8][CH2:7][C:6]1=[O:19])=O>OS(O)(=O)=O.C(O)(=O)C.O>[C:17]([C:9]1([C:11]2[CH:12]=[CH:13][CH:14]=[CH:15][CH:16]=2)[CH2:8][CH2:7][C:6](=[O:19])[CH2:5][CH2:10]1)#[N:18]. Procedure: 5-Cyano-2-oxo-5-phenylcyclohexanecarboxylic acid methyl ester (7.71 g, 0.03 mol) was dissolved in 10 per cent strength H2SO4 and concentrated acetic acid (240 ml). The reaction mixture was stirred at 100° C. for 24 h. The course of the reaction was monitored by TLC. For working up, the mixture was diluted with water (400 ml), while cooling with ice, and extracted with ethyl acetate (3×100 ml). The organic phase was then washed thoroughly with water (6×100 ml), saturated sodium bicarbonate soluti...